describe an organic reaction: reactants, conditions, products, and yield From a dataset of the Open Reaction Database (ORD), a public repository of structured organic reaction records. Starting materials: BrCCCCCCOCCSCCc1ccccn1, CCCCCC, NCC(O)c1cc(Cl)c(N)c(Cl)c1, CN(C)C=O. Product: Nc1c(Cl)cc(C(O)CNCCCCCCOCCSCCc2ccccn2)cc1Cl. As a reaction SMILES: [Br:14][CH2:15][CH2:16][CH2:17][CH2:18][CH2:19][CH2:20][O:21][CH2:22][CH2:23][S:24][CH2:25][CH2:26][c:27]1[n:28][cH:29][cH:30][cH:31][cH:32]1.[CH3:33][CH2:34][CH2:35][CH2:36][CH2:37][CH3:38].[NH2:1][c:2]1[c:3]([Cl:13])[cH:4][c:5]([CH:9]([OH:10])[CH2:11][NH2:12])[cH:6][c:7]1[Cl:8].[O:39]=[CH:40][N:41]([CH3:42])[CH3:43]>>[NH2:1][c:2]1[c:3]([Cl:13])[cH:4][c:5]([CH:9]([OH:10])[CH2:11][NH:12][CH2:15][CH2:16][CH2:17][CH2:18][CH2:19][CH2:20][O:21][CH2:22][CH2:23][S:24][CH2:25][CH2:26][c:27]2[n:28][cH:29][cH:30][cH:31][cH:32]2)[cH:6][c:7]1[Cl:8]. Starting materials: CC(N)Cc1c[nH]c2ccc(OCc3ccccc3)cc12, C=O, CC(=O)O, CCO. The product is CC1Cc2c([nH]c3ccc(OCc4ccccc4)cc23)CN1. Reaction SMILES: [CH2:1]([c:2]1[cH:3][cH:4][cH:5][cH:6][cH:7]1)[O:8][c:9]1[cH:10][c:11]2[c:12]([CH2:18][CH:19]([CH3:20])[NH2:21])[cH:13][nH:14][c:15]2[cH:16][cH:17]1.[CH2:22]=[O:23].[CH3:24][C:25](=[O:26])[OH:27].[CH3:28][CH2:29][OH:30]>>[CH2:1]([c:2]1[cH:3][cH:4][cH:5][cH:6][cH:7]1)[O:8][c:9]1[cH:10][c:11]2[c:12]3[c:13]([nH:14][c:15]2[cH:16][cH:17]1)[CH2:24][NH:21][CH:19]([CH3:20])[CH2:18]3. The reactants are CC1(C)OC2Cc3ccccc3C2N1C(=O)C(O)(CCO)Cc1ccccc1, ClCCl, [Na+], [Na+], [Na+], O=C([O-])O, O=S([O-])([O-])=S. The product is CC1(C)OC2Cc3ccccc3C2N1C(=O)C(O)(CC=O)Cc1ccccc1. RXN SMILES: [CH2:1]([c:2]1[cH:3][cH:4][cH:5][cH:6][cH:7]1)[C:8]([C:9](=[O:10])[N:11]1[C:12]([CH3:23])([CH3:24])[O:13][CH:14]2[CH:15]1[c:16]1[cH:17][cH:18][cH:19][cH:20][c:21]1[CH2:22]2)([CH2:25][CH2:26][OH:27])[OH:28].[Cl:41][CH2:42][Cl:43].[Na+:33].[Na+:34].[Na+:35].[O-:29][C:30]([OH:31])=[O:32].[O-:36][S:37]([O-:38])(=[S:39])=[O:40]>>[CH2:1]([c:2]1[cH:3][cH:4][cH:5][cH:6][cH:7]1)[C:8]([C:9](=[O:10])[N:11]1[C:12]([CH3:23])([CH3:24])[O:13][CH:14]2[CH:15]1[c:16]1[cH:17][cH:18][cH:19][cH:20][c:21]1[CH2:22]2)([CH2:25][CH:26]=[O:27])[OH:28]. The reactants are COC(=O)[C@H]1N(C[C@@H](C1)OS(=O)(=O)C1=CC=C(C=C1)C)C(=O)OC(C)(C)C ((2S,4R)-4-(toluene-4-sulfonyloxy)-pyrrolidine-1,2-dicarboxylic acid 1-tert-butyl ester 2-methyl ester), [N-]=[N+]=[N-].[Na+] (sodium azide). Solvent: C(C)(=O)OCC (ethyl acetate), CN(C=O)C (N,N-dimethylformamide). Reaction conditions: temperature 60 celsius, time 16 hour. Product: COC(=O)[C@H]1N(C[C@H](C1)N=[N+]=[N-])C(=O)OC(C)(C)C ((2S,4S)-4-azido-pyrrolidine-1,2-dicarboxylic acid 1-tert-butyl ester 2-methyl ester). Isolated yield 80.0%. RXN SMILES: [CH3:1][O:2][C:3]([C@@H:5]1[CH2:9][C@@H:8](OS(C2C=CC(C)=CC=2)(=O)=O)[CH2:7][N:6]1[C:21]([O:23][C:24]([CH3:27])([CH3:26])[CH3:25])=[O:22])=[O:4].[N-:28]=[N+:29]=[N-:30].[Na+]>CN(C)C=O.C(OCC)(=O)C>[CH3:1][O:2][C:3]([C@@H:5]1[CH2:9][C@H:8]([N:28]=[N+:29]=[N-:30])[CH2:7][N:6]1[C:21]([O:23][C:24]([CH3:27])([CH3:26])[CH3:25])=[O:22])=[O:4] |f:1.2|. Procedure details: To a solution of (2S,4R)-4-(toluene-4-sulfonyloxy)-pyrrolidine-1,2-dicarboxylic acid 1-tert-butyl ester 2-methyl ester (14.4 g, 36.09 mmol) in dry N,N-dimethylformamide (50 mL) was added sodium azide (4.7 g, 72.18 mmol) and the reaction mixture was stirred at 60° C. for 16 h. The reaction mixture was diluted with ethyl acetate, washed with water, brine, and dried over anhydrous sodium sulfate. Filtration and concentration gave a crude which was purified by column chromatography (15% ethyl acetat... Procedure details: 6—Cyano-3N-acetylbenzimidazolone (1.47 mmol, 0.29 g) which was synthesized similarly to its benzimidazolone analog except that 1N-acetyl-2-amino-4-cyanoaniline was used as starting material and 3-(4-biphenyl)-1,2-propen-3-one (1.37 mmol, 0.29 g) were combined in 15 mL of acetonitrile to form a suspension. The reaction mixture was warmed to 77° C. and heated for 24 h. The reaction mixture was concentrated and the resulting residue was purified by standard chromatographic technique to give crude 1... Solvent: C(C)#N (acetonitrile). The reactants are N=1C(N=C2C1C=CC=C2)=O (benzimidazolone), C(C)(=O)NC1=C(C=C(C=C1)C#N)N (acetyl-2-amino-4-cyanoaniline), 3-(4-biphenyl) 1,2-propen-3-one. Product: C(#N)C=1C=CC2=C(NC(N2C(C)=O)=O)C1 (6—Cyano-3N-acetylbenzimidazolone). Reaction SMILES: N1[C:2](=[O:10])N=C2C=CC=CC=12.[C:11]([NH:14][C:15]1[CH:20]=[CH:19][C:18]([C:21]#[N:22])=[CH:17][C:16]=1[NH2:23])(=[O:13])[CH3:12]>C(#N)C>[C:21]([C:18]1[CH:19]=[CH:20][C:15]2[N:14]([C:11](=[O:13])[CH3:12])[C:2](=[O:10])[NH:23][C:16]=2[CH:17]=1)#[N:22]. Reaction conditions: temperature 77 celsius. Product: CS(=O)(=O)Nc1ccc(-c2nc3c(N4CCOCC4)nc(Cl)nc3s2)cc1. As a reaction SMILES: [CH3:18][S:19](=[O:20])(=[O:21])[NH:22][c:23]1[cH:24][cH:25][c:26]([B:29]2[O:30][C:31]([CH3:32])([CH3:33])[C:34]([CH3:35])([CH3:36])[O:37]2)[cH:27][cH:28]1.[Cl:1][c:2]1[n:3][c:4]([N:12]2[CH2:13][CH2:14][O:15][CH2:16][CH2:17]2)[c:5]2[c:6]([n:7]1)[s:8][c:9]([I:11])[n:10]2>>[Cl:1][c:2]1[n:3][c:4]([N:12]2[CH2:13][CH2:14][O:15][CH2:16][CH2:17]2)[c:5]2[c:6]([n:7]1)[s:8][c:9](-[c:26]1[cH:25][cH:24][c:23]([NH:22][S:19]([CH3:18])(=[O:20])=[O:21])[cH:28][cH:27]1)[n:10]2. The reactants are CC1(C)OB(c2ccc(NS(C)(=O)=O)cc2)OC1(C)C, Clc1nc(N2CCOCC2)c2nc(I)sc2n1.